Dataset: the Open Reaction Database (ORD), a public repository of structured organic reaction records. Task: describe an organic reaction: reactants, conditions, products, and yield The reactants are CC(C(O)(C1=CC2=CC=C(C=C2C=C1)C=C)C=1N=CN(C1)C(C1=CC=CC=C1)(C1=CC=CC=C1)C1=CC=CC=C1)C (2-Methyl-1-(1-trityl-1H-imidazol-4-yl)-1-(6-vinylnaphthalen-2-yl)-1-propanol). The reagents and catalysts are [C].[Pd] (palladium carbon). Solvent: C1CCOC1 (THF), CO (methanol). Run at time 2 hour. Yields the product C(C)C=1C=C2C=CC(=CC2=CC1)C(C(C)C)(O)C=1N=CNC1 (1-(6-Ethylnaphthalen-2-yl)-1-(1H-imidazol-4-yl)-2-methyl-1-propanol). The yield is 171.0%. Reaction SMILES: [CH3:1][CH:2]([CH3:41])[C:3]([C:17]1[N:18]=[CH:19][N:20](C(C2C=CC=CC=2)(C2C=CC=CC=2)C2C=CC=CC=2)[CH:21]=1)([C:5]1[CH:14]=[CH:13][C:12]2[C:7](=[CH:8][CH:9]=[C:10]([CH:15]=[CH2:16])[CH:11]=2)[CH:6]=1)[OH:4]>C1COCC1.CO.[C].[Pd]>[CH2:15]([C:10]1[CH:11]=[C:12]2[C:7](=[CH:8][CH:9]=1)[CH:6]=[C:5]([C:3]([C:17]1[N:18]=[CH:19][NH:20][CH:21]=1)([OH:4])[CH:2]([CH3:41])[CH3:1])[CH:14]=[CH:13]2)[CH3:16] |f:3.4|. Procedure: 2-Methyl-1-(1-trityl-1H-imidazol-4-yl)-1-(6-vinylnaphthalen-2-yl)-1-propanol (1.20 g) was dissolved in THF (5 ml)-methanol (10 ml). To the solution was added 10% palladium carbon (120 mg), and the mixture was stirred at room temperature for 2 h under hydrogen atmosphere. The catalyst was filtered off and washed with THF. The filtrate was concentrated and the residue was recrystallized from isopropyl ether-hexane (1:1) to give the titled compound (1.13 g) as a colorless powder.